describe an organic reaction: reactants, conditions, products, and yield From a dataset of the Open Reaction Database (ORD), a public repository of structured organic reaction records. Starting materials: C(C1=CC=CC=C1)C1C(CCC1)=O (2-benzylcyclopentanone), COC1=C(C=O)C=CC=C1 (2-methoxybenzaldehyde), [OH-].[Na+] (NaOH). Run in CO (methanol). The product is C(C1=CC=CC=C1)C1C(/C(/CC1)=C/C1=C(C=CC=C1)OC)=O (2-benzyl-5-(E)-[(2-methoxy) benzylidene] cyclopentanone). As a reaction SMILES: [CH2:1]([CH:8]1[CH2:12][CH2:11][CH2:10][C:9]1=[O:13])[C:2]1[CH:7]=[CH:6][CH:5]=[CH:4][CH:3]=1.[CH3:14][O:15][C:16]1[CH:23]=[CH:22][CH:21]=[CH:20][C:17]=1[CH:18]=O.[OH-].[Na+]>CO>[CH2:1]([CH:8]1[CH2:12][CH2:11]/[C:10](=[CH:18]\[C:17]2[CH:20]=[CH:21][CH:22]=[CH:23][C:16]=2[O:15][CH3:14])/[C:9]1=[O:13])[C:2]1[CH:7]=[CH:6][CH:5]=[CH:4][CH:3]=1 |f:2.3|. Procedure: A Stork reaction between benzyl chloride and the pyrrolidine enamine of cyclopentanone gave 2-benzylcyclopentanone. The boiling point of this intermediate compound was determined to be 121°-125° C. at a pressure of 2 mm Hg. To a solution containing 32 mmole of 2-benzylcyclopentanone and 48 mmole of 2-methoxybenzaldehyde in 20 ml of methanol was added 12 ml of 5% NaOH with stirring at about room temperature. After about 2 hours of stirring, the mixture was cooled and the precipitate was collected... The reactants are COC(C[C@@](C)(C1=C(C=CC(=C1)[N+](=O)[O-])F)N)=O ((S)-3-amino-3-(2-fluoro-5-nitro-phenyl)-butyric acid methyl ester), CNC(=S)NC(OC(C)(C)C)=O (tert-butyl [(methylamino)carbonothioyl]carbamate). The product is C(C)(C)(C)OC(NC=1N(C(C[C@@](N1)(C)C1=C(C=CC(=C1)[N+](=O)[O-])F)=O)C)=O ([(S)-4-(2-fluoro-5-nitro-phenyl)-1,4-dimethyl-6-oxo-1,4,5,6-tetrahydro-pyrimidin-2-yl]-carbamic acid tert-butyl ester). RXN SMILES: CO[C:3](=[O:18])[CH2:4][C@:5]([NH2:17])([C:7]1[CH:12]=[C:11]([N+:13]([O-:15])=[O:14])[CH:10]=[CH:9][C:8]=1[F:16])[CH3:6].[CH3:19][NH:20][C:21]([NH:23][C:24](=[O:30])[O:25][C:26]([CH3:29])([CH3:28])[CH3:27])=S>>[C:26]([O:25][C:24](=[O:30])[NH:23][C:21]1[N:20]([CH3:19])[C:3](=[O:18])[CH2:4][C@:5]([C:7]2[CH:12]=[C:11]([N+:13]([O-:15])=[O:14])[CH:10]=[CH:9][C:8]=2[F:16])([CH3:6])[N:17]=1)([CH3:29])([CH3:28])[CH3:27]. Reported procedure: Starting from (S)-3-amino-3-(2-fluoro-5-nitro-phenyl)-butyric acid methyl ester (14.8 mmole) and tert-butyl [(methylamino)carbonothioyl]carbamate, the product [(S)-4-(2-fluoro-5-nitro-phenyl)-1,4-dimethyl-6-oxo-1,4,5,6-tetrahydro-pyrimidin-2-yl]-carbamic acid tert-butyl ester (3.13 g) was obtained as pale yellow foam. MS (ESI): m/z=381.2 [ M+H]+. The reactants are N#N.N[C@@H](CC(N)=O)C(=O)N[C@H]([C@@H](C[C@@]1(N(CCC1)C(C)(C)C)C(=O)N)O)CC1=CC=CC=C1 (N2 [3(S) [[L-asparaginyl]amino]-2(R)-hydroxy-4-phenylbutyl]-N1 -tert.butyl-L-prolinamide), C(C)N1CCOCC1 (N-ethylmorpholine), C(C1=CC=CC=C1)OC(=O)C=1C=C2C=CC(=CC2=CC1)C(=O)O (6-(benzyloxycarbonyl ) -2-naphthoic acid), OC1=CC=CC=2NN=NC21 (hydroxybenzotriazole). Yields the product C1(CCCCC1)N=C=NC1CCCCC1 (dicyclohexylcarbodiimide). RXN SMILES: N#N.N[C@H](C(N[C@@H](C[C:29]1[CH:34]=[CH:33][CH:32]=[CH:31][CH:30]=1)[C@H](O)C[C@@]1(C(N)=O)CCCN1C(C)(C)C)=O)CC(=O)N.C(OC(C1C=C2C(=CC=1)C=C(C(O)=O)C=C2)=O)C1C=CC=CC=1.O[C:59]1[C:67]2[N:66]=NN[C:63]=2[CH:62]=[CH:61][CH:60]=1.[CH2:68]([N:70]1CCOCC1)C>>[CH:67]1([N:66]=[C:68]=[N:70][CH:29]2[CH2:30][CH2:31][CH2:32][CH2:33][CH2:34]2)[CH2:63][CH2:62][CH2:61][CH2:60][CH2:59]1 |f:0.1|. Procedure: In a manner analogous to that described in Example from 295 mg of N2 -[3(S) [[L-asparaginyl]amino]-2(R)-hydroxy-4-phenylbutyl]-N1 -tert.butyl-L-prolinamide, 204 mg of 6-(benzyloxycarbonyl ) -2-naphthoic acid, 20 mg of hydroxybenzotriazole, 77 mg of N-ethylmorpholine and 151 mgof dicyclohexylcarbodiimide there were obtained, after chromatography on silica gel using System G for the elution, 340 mg of N2 -[3(S)-[[N-[6-(benzyloxycarbonyl)-2-naphthoyl]-L-asparaginyl]amino]-2(R)-hydroxy-4-phenylbutyl... As a reaction SMILES: [CH3:10][c:11]1[cH:12][cH:13][cH:14][cH:15][cH:16]1.[Na+:18].[OH-:17].[OH2:19].[c:1]1([OH:9])[c:2]([CH3:8])[cH:3][c:4]([CH3:7])[cH:5][cH:6]1>>[c:1]1([OH:9])[c:2]([CH3:8])[cH:3][c:4]([CH3:7])[cH:5][c:6]1[C:10](=[O:17])[OH:19]. Reactants: Cc1ccccc1, [Na+], [OH-], O, Cc1ccc(O)c(C)c1. The product is Cc1cc(C)c(O)c(C(=O)O)c1. Reactants: CCCc1c(OCc2ccc(C=O)cc2)ccc(C(C)=O)c1OC(C)=O, CC(=O)[O-], CC(=O)O, [Na+], O=C1CSC(=S)N1. Yields the product CCCc1c(OCc2ccc(C=C3SC(=S)NC3=O)cc2)ccc(C(C)=O)c1OC(C)=O. Reaction SMILES: [C:1]([CH3:2])(=[O:3])[c:4]1[c:5]([O:23][C:24]([CH3:25])=[O:26])[c:6]([CH2:20][CH2:21][CH3:22])[c:7]([O:8][CH2:9][c:10]2[cH:11][cH:12][c:13]([CH:14]=[O:15])[cH:16][cH:17]2)[cH:18][cH:19]1.[CH3:28][C:29](=[O:30])[O-:31].[CH3:39][C:40](=[O:41])[OH:42].[Na+:27].[S:32]1[C:33](=[S:34])[NH:35][C:36](=[O:37])[CH2:38]1>>[C:1]([CH3:2])(=[O:3])[c:4]1[c:5]([O:23][C:24]([CH3:25])=[O:26])[c:6]([CH2:20][CH2:21][CH3:22])[c:7]([O:8][CH2:9][c:10]2[cH:11][cH:12][c:13]([CH:14]=[C:38]3[S:32][C:33](=[S:34])[NH:35][C:36]3=[O:37])[cH:16][cH:17]2)[cH:18][cH:19]1. The reactants are CC=1C=C(C=C(C1C)C)O (3,4,5-Trimethylphenol), CC(CO)=C (2-methyl-2-propenol), C(=O)O (formic acid). The solvent is C(C)(C)OC(C)C (isopropyl ether). Yields the product CC1(OC2=C(C1)C(=C(C(=C2)C)C)C)C (2,2,4,5,6-Pentamethyl-2,3-dihydrobenzofuran). Isolated yield 41.5%. Reaction SMILES: [CH3:1][C:2]1[CH:3]=[C:4]([OH:10])[CH:5]=[C:6]([CH3:9])[C:7]=1[CH3:8].[CH3:11][C:12](=[CH2:15])[CH2:13]O.C(O)=O>C(OC(C)C)(C)C>[CH3:11][C:12]1([CH3:15])[CH2:13][C:3]2[C:2]([CH3:1])=[C:7]([CH3:8])[C:6]([CH3:9])=[CH:5][C:4]=2[O:10]1. Procedure: 3,4,5-Trimethylphenol (5.0 g, 36.7 mmol) and 2-methyl-2-propenol (3.2 g, 44.0 mmol) were added to formic acid (50 ml). The mixture was heated under reflux for 3 hours. The reaction mixture was diluted with isopropyl ether, washed with water and saturated sodium bicarbonate solution, dried and concentrated. The residue was purified by column chromatography on silica gel (hexane-isopropyl ether, 97:3) to obtain the desired compound (2.9 g, yield: 41.5%) as oil.